Dataset: the Open Reaction Database (ORD), a public repository of structured organic reaction records. Task: describe an organic reaction: reactants, conditions, products, and yield Starting materials: CCC[Si]1(c2ccccc2)CCC(=O)CC1, [Cl-], [Cl-], [Mg+]c1ccc(Cl)cc1, [NH4+], C1CCOC1, O, O, Cc1ccc(S(=O)(=O)O)cc1, c1ccccc1. Product: CCC[Si]1(c2ccccc2)CC=C(c2ccc(Cl)cc2)CC1. RXN SMILES: [CH2:1]([CH2:2][CH3:3])[Si:4]1([c:11]2[cH:12][cH:13][cH:14][cH:15][cH:16]2)[CH2:5][CH2:6][C:7](=[O:10])[CH2:8][CH2:9]1.[Cl-:17].[Cl-:26].[Cl:18][c:19]1[cH:20][cH:21][c:22]([Mg+:25])[cH:23][cH:24]1.[NH4+:27].[O:47]1[CH2:48][CH2:49][CH2:50][CH2:51]1.[OH2:28].[OH2:40].[c:29]1([CH3:30])[cH:31][cH:32][c:33]([S:34]([OH:35])(=[O:36])=[O:37])[cH:38][cH:39]1.[cH:41]1[cH:42][cH:43][cH:44][cH:45][cH:46]1>>[CH2:1]([CH2:2][CH3:3])[Si:4]1([c:11]2[cH:12][cH:13][cH:14][cH:15][cH:16]2)[CH2:5][CH:6]=[C:7]([c:22]2[cH:21][cH:20][c:19]([Cl:18])[cH:24][cH:23]2)[CH2:8][CH2:9]1. Reactants: BrC=1C(=NC=C(N1)C1CCOCC1)N (3-bromo-5-(tetrahydro-2H-pyran-4-yl)pyrazin-2-amine), OC[C@H](C1=CC=CC=C1)NC(C1=CC=C(C=C1)B1OC(C(O1)(C)C)(C)C)=O ((S)—N-(2-hydroxy-1-phenylethyl)-4-(4,4,5,5-tetramethyl-1,3,2-dioxaborolan-2-yl)benzamide), O1CCOCC1 (dioxane), C(=O)([O-])[O-].[Na+].[Na+] (Na2CO3). The reagents and catalysts are C1=CC=C(C=C1)P([C-]2C=CC=C2)C3=CC=CC=C3.C1=CC=C(C=C1)P([C-]2C=CC=C2)C3=CC=CC=C3.Cl[Pd]Cl.[Fe+2] (PdCl2(dppf)). Run in CCOC(=O)C (EtOAc). Conditions: temperature 120 celsius. The product is NC=1C(=NC(=CN1)C1CCOCC1)C1=CC=C(C(=O)N[C@H](CO)C2=CC=CC=C2)C=C1 ((S)-4-(3-amino-6-(tetrahydro-2H-pyran-4-yl)pyrazin-2-yl)-N-(2-hydroxy-1-phenylethyl)benzamide), base. Yield: 46.0%. As a reaction SMILES: Br[C:2]1[C:3]([NH2:14])=[N:4][CH:5]=[C:6]([CH:8]2[CH2:13][CH2:12][O:11][CH2:10][CH2:9]2)[N:7]=1.[OH:15][CH2:16][C@@H:17]([NH:24][C:25](=[O:41])[C:26]1[CH:31]=[CH:30][C:29](B2OC(C)(C)C(C)(C)O2)=[CH:28][CH:27]=1)[C:18]1[CH:23]=[CH:22][CH:21]=[CH:20][CH:19]=1.O1CCOCC1.C([O-])([O-])=O.[Na+].[Na+]>C1C=CC(P(C2C=CC=CC=2)[C-]2C=CC=C2)=CC=1.C1C=CC(P(C2C=CC=CC=2)[C-]2C=CC=C2)=CC=1.Cl[Pd]Cl.[Fe+2].CCOC(C)=O>[NH2:14][C:3]1[C:2]([C:29]2[CH:30]=[CH:31][C:26]([C:25]([NH:24][C@@H:17]([C:18]3[CH:23]=[CH:22][CH:21]=[CH:20][CH:19]=3)[CH2:16][OH:15])=[O:41])=[CH:27][CH:28]=2)=[N:7][C:6]([CH:8]2[CH2:13][CH2:12][O:11][CH2:10][CH2:9]2)=[CH:5][N:4]=1 |f:3.4.5,6.7.8.9|. Reported procedure: To a solution of 3-bromo-5-(tetrahydro-2H-pyran-4-yl)pyrazin-2-amine (154 mg, 0.418 mmol), (S)—N-(2-hydroxy-1-phenylethyl)-4-(4,4,5,5-tetramethyl-1,3,2-dioxaborolan-2-yl)benzamide (90 mg, 0.349 mmol), and PdCl2(dppf) (25.5 mg, 0.035 mmol) was added dioxane (2.3 mL) and 2 M Na2CO3 solution (1.163 mL). The reaction mixture was heated at the microwave synthesizer (120° C., 10 min). The reaction mixture was worked up with EtOAc. The organic layer was washed with water and brine, dried over anhydrous... Reactants: [N+](=O)([O-])C=1C=CC=C2C(=NC=NC12)NC1=CC(=CC=C1)C(F)(F)F (8-nitro-N-(3-(trifluoromethyl)phenyl)quinazolin-4-amine), [NH4+].[Cl-] (NH4Cl). Reagents/catalysts: [Fe] (iron). Solvent: CCO (EtOH), O (water). Yields the product FC(C=1C=C(C=CC1)NC1=NC=NC2=C(C=CC=C12)N)(F)F (N4-(3-(trifluoromethyl)phenyl)quinazoline-4,8-diamine). The yield is 77.2%. Reaction SMILES: [N+:1]([C:4]1[CH:5]=[CH:6][CH:7]=[C:8]2[C:13]=1[N:12]=[CH:11][N:10]=[C:9]2[NH:14][C:15]1[CH:20]=[CH:19][CH:18]=[C:17]([C:21]([F:24])([F:23])[F:22])[CH:16]=1)([O-])=O.[NH4+].[Cl-]>CCO.O.[Fe]>[F:24][C:21]([F:22])([F:23])[C:17]1[CH:16]=[C:15]([NH:14][C:9]2[C:8]3[C:13](=[C:4]([NH2:1])[CH:5]=[CH:6][CH:7]=3)[N:12]=[CH:11][N:10]=2)[CH:20]=[CH:19][CH:18]=1 |f:1.2|. Reported procedure: To a suspension of 8-nitro-N-(3-(trifluoromethyl)phenyl)quinazolin-4-amine (500 mg, 1.49 mmol) and iron powder (834 mg, 14.9 mmol) in EtOH (10 mL) was added a solution of NH4Cl (649 mg, 11.92 mmol) in water (3 mL) and the reaction mixture was heated at reflux for 2 h. Then the reaction mixture was cooled to rt and filtered. The filtrate was concentrated and the concentrate was dissolved in CHCl3. The organic layer was washed with an aq. saturated solution of NaHCO3 and brine. The organic layer w... Starting materials: CO, COCOc1ccc(C2(C)COc3cc(OCOC)ccc3C2CCCN=[N+]=[N-])cc1, C1CCOC1. The product is COCOc1ccc(C2(C)COc3cc(OCOC)ccc3C2CCCN)cc1. RXN SMILES: [CH3:32][OH:33].[N:1](=[N+:2]=[N-:3])[CH2:4][CH2:5][CH2:6][CH:7]1[C:8]([CH3:21])([c:22]2[cH:23][cH:24][c:25]([O:28][CH2:29][O:30][CH3:31])[cH:26][cH:27]2)[CH2:9][O:10][c:11]2[cH:12][c:13]([O:17][CH2:18][O:19][CH3:20])[cH:14][cH:15][c:16]21.[O:34]1[CH2:35][CH2:36][CH2:37][CH2:38]1>>[NH2:1][CH2:4][CH2:5][CH2:6][CH:7]1[C:8]([CH3:21])([c:22]2[cH:23][cH:24][c:25]([O:28][CH2:29][O:30][CH3:31])[cH:26][cH:27]2)[CH2:9][O:10][c:11]2[cH:12][c:13]([O:17][CH2:18][O:19][CH3:20])[cH:14][cH:15][c:16]21.